This data is from the Open Reaction Database (ORD), a public repository of structured organic reaction records. The task is: describe an organic reaction: reactants, conditions, products, and yield Reactants: C1(=CC=CC=C1)C(OC[C@@H](C)O)(C1=CC=CC=C1)C1=CC=CC=C1 ((2R)-1-(triphenylmethoxy)-2-propanol), [H-].[Na+] (sodium hydride), ClC1=NC(=NC(=C1)Cl)SCC1=C(C(=CC=C1)F)F (4,6-Dichloro-2-[(2,3-difluorobenzyl)thio]pyrimidine), product. Run in C1CCOC1 (THF). Product: ClC1=NC(=NC(=C1)O[C@@H](COC(C1=CC=CC=C1)(C1=CC=CC=C1)C1=CC=CC=C1)C)SCC1=C(C(=CC=C1)F)F (4-chloro-2-[[(2,3-difluorophenyl)methyl]thio]-6-[(1R)-1-methyl-2-(triphenylmethoxy)ethoxy]-pyrimidine). Reaction SMILES: [C:1]1([C:7]([C:19]2[CH:24]=[CH:23][CH:22]=[CH:21][CH:20]=2)([C:13]2[CH:18]=[CH:17][CH:16]=[CH:15][CH:14]=2)[O:8][CH2:9][C@H:10]([OH:12])[CH3:11])[CH:6]=[CH:5][CH:4]=[CH:3][CH:2]=1.[Cl:25][C:26]1[CH:31]=[C:30](Cl)[N:29]=[C:28]([S:33][CH2:34][C:35]2[CH:40]=[CH:39][CH:38]=[C:37]([F:41])[C:36]=2[F:42])[N:27]=1.[H-].[Na+]>C1COCC1>[Cl:25][C:26]1[CH:31]=[C:30]([O:12][C@H:10]([CH3:11])[CH2:9][O:8][C:7]([C:19]2[CH:24]=[CH:23][CH:22]=[CH:21][CH:20]=2)([C:13]2[CH:14]=[CH:15][CH:16]=[CH:17][CH:18]=2)[C:1]2[CH:2]=[CH:3][CH:4]=[CH:5][CH:6]=2)[N:29]=[C:28]([S:33][CH2:34][C:35]2[CH:40]=[CH:39][CH:38]=[C:37]([F:41])[C:36]=2[F:42])[N:27]=1 |f:2.3|. Procedure: The subtitle compound was prepared according to the procedure outlined in example 1 step (iii) using (2R)-1-(triphenylmethoxy)-2-propanol (1.35 g) and 4,6-Dichloro-2-[(2,3-difluorobenzyl)thio]pyrimidine (the product of example 1 step (ii) (1 g) in THF (15 mL) and 60% sodium hydride (0.18 g) to give the subtitle compound as a pale yellow oil. Yield: 1.8 g. Procedure details: Prepared according to procedure M using 4-chloro-5-fluoro-3-methyl-2-(pyridin-2-yl)quinoline (86 mg, 0.32 mmol) (described herein), 6-bromo-3,3-dimethyl-2,3-dihydro-1H-pyrrolo[3,2-b]pyridine (86 mg, 0.38 mmol) (described herein), and sodium hydride (25 mg, 0.63 mmol) in DMF (10 mL). Reaction was heated at 60° C. for 18 h, affording 4-(6-bromo-3,3-dimethyl-2,3-dihydro-1H-pyrrolo[3,2-b]-pyridin-1-yl)-5-fluoro-3-methyl-2-(pyridin-2-yl)quinoline as an orange solid. Mass Spectrum (ESI) m/e=463 (M+1). Reaction conditions: temperature 60 celsius. The solvent is CN(C)C=O (DMF). Reaction SMILES: Cl[C:2]1[C:11]2[C:6](=[CH:7][CH:8]=[CH:9][C:10]=2[F:12])[N:5]=[C:4]([C:13]2[CH:18]=[CH:17][CH:16]=[CH:15][N:14]=2)[C:3]=1[CH3:19].[Br:20][C:21]1[CH:22]=[C:23]2[NH:29][CH2:28][C:27]([CH3:31])([CH3:30])[C:24]2=[N:25][CH:26]=1.[H-].[Na+]>CN(C=O)C>[Br:20][C:21]1[CH:22]=[C:23]2[N:29]([C:2]3[C:11]4[C:6](=[CH:7][CH:8]=[CH:9][C:10]=4[F:12])[N:5]=[C:4]([C:13]4[CH:18]=[CH:17][CH:16]=[CH:15][N:14]=4)[C:3]=3[CH3:19])[CH2:28][C:27]([CH3:31])([CH3:30])[C:24]2=[N:25][CH:26]=1 |f:2.3|. The product is BrC=1C=C2C(=NC1)C(CN2C2=C(C(=NC1=CC=CC(=C21)F)C2=NC=CC=C2)C)(C)C (4-(6-bromo-3,3-dimethyl-2,3-dihydro-1H-pyrrolo[3,2-b]-pyridin-1-yl)-5-fluoro-3-methyl-2-(pyridin-2-yl)quinoline). The reactants are ClC1=C(C(=NC2=CC=CC(=C12)F)C1=NC=CC=C1)C (4-chloro-5-fluoro-3-methyl-2-(pyridin-2-yl)quinoline), BrC=1C=C2C(=NC1)C(CN2)(C)C (6-bromo-3,3-dimethyl-2,3-dihydro-1H-pyrrolo[3,2-b]pyridine), [H-].[Na+] (sodium hydride). Reactants: CCOC(C)=O, COc1cc(C(O)C(C)NC(=O)OC(C)(C)C)ccc1SC. Product: COc1cc(C(O)C(C)N)ccc1SC. RXN SMILES: [CH3:23][CH2:24][O:25][C:26](=[O:27])[CH3:28].[OH:1][CH:2]([CH:3]([CH3:4])[NH:5][C:6](=[O:7])[O:8][C:9]([CH3:10])([CH3:11])[CH3:12])[c:13]1[cH:14][c:15]([O:21][CH3:22])[c:16]([S:19][CH3:20])[cH:17][cH:18]1>>[OH:1][CH:2]([CH:3]([CH3:4])[NH2:5])[c:13]1[cH:14][c:15]([O:21][CH3:22])[c:16]([S:19][CH3:20])[cH:17][cH:18]1. RXN SMILES: [Br:1][C:2]1[N:6]2[CH:7]=[CH:8][CH:9]=[C:10]([O:11][CH2:12][C:13]3[C:18]([Cl:19])=[CH:17][CH:16]=[C:15]([N:20]([C:22](=[O:25])[CH2:23][NH2:24])[CH3:21])[C:14]=3[Cl:26])[C:5]2=[N:4][C:3]=1[CH3:27].N1C=CC=CC=1.[C:34](OC(=O)C)(=[O:36])[CH3:35]>C(Cl)Cl.CN(C)C1C=CN=CC=1>[C:34]([NH:24][CH2:23][C:22]([N:20]([C:15]1[C:14]([Cl:26])=[C:13]([C:18]([Cl:19])=[CH:17][CH:16]=1)[CH2:12][O:11][C:10]1[C:5]2[N:6]([C:2]([Br:1])=[C:3]([CH3:27])[N:4]=2)[CH:7]=[CH:8][CH:9]=1)[CH3:21])=[O:25])(=[O:36])[CH3:35]. Yield: 68.0%. The product is C(C)(=O)NCC(=O)N(C)C=1C(=C(COC=2C=3N(C=CC2)C(=C(N3)C)Br)C(=CC1)Cl)Cl (8-[3-[N-(acetylglycyl)-N-methylamino]-2,6-dichlorobenzyloxy]-3-bromo-2-methylimidazo[1,2-a]pyridine). Conditions: time 1.5 hour. Solvent: C(Cl)Cl (methylene chloride). Procedure: To a solution of 3-bromo-8-[2,6-dichloro-3-(N-glycyl-N-methylamino)benzyloxy]-2-methylimidazo[1,2-a]pyridine (100 mg) in methylene chloride (2 ml) were added pyridine (17 mg), 4-dimethylaminopyridine (10 mg) and acetic anhydride (32 mg), and the mixture was stirred for 1.5 hours. The mixture was washed with water twice and brine, dried over magnesium sulfate and concentrated in vacuo. The residue was purified by silica gel column chromatography (methylene chloride:methanol=5:1, V/V) to give 8-[3... Reagents/catalysts: CN(C1=CC=NC=C1)C (4-dimethylaminopyridine). The reactants are BrC1=C(N=C2N1C=CC=C2OCC2=C(C(=CC=C2Cl)N(C)C(CN)=O)Cl)C (3-bromo-8-[2,6-dichloro-3-(N-glycyl-N-methylamino)benzyloxy]-2-methylimidazo[1,2-a]pyridine), N1=CC=CC=C1 (pyridine), C(C)(=O)OC(C)=O (acetic anhydride). Starting materials: O.ON1N=NC2=C1C=CC=C2 (1-hydroxybenzotriazole monohydrate), C(C)O (ethyl alcohol), CC(C)(C)OC(=O)N[C@@H](CCC(=O)OCC1=CC=CC=C1)C(=O)O (Boc-Glu (OBzl)-OH), N,N-dicyclohexylcarbodiimide. Solvent: C(Cl)Cl (methylene chloride). Reaction conditions: temperature 0 celsius, time 8 hour. Product: crude product, N([C@@H](CCC(O)=O)C(=O)OCC)C(=O)OC(C)(C)C (Boc-Glu-OEt). Reaction SMILES: [CH3:1][C:2]([O:5][C:6]([NH:8][C@H:9]([C:22]([OH:24])=[O:23])[CH2:10][CH2:11][C:12]([O:14]CC1C=CC=CC=1)=[O:13])=[O:7])([CH3:4])[CH3:3].O.ON1[C:31]2C=CC=C[C:30]=2N=N1.C(O)C>C(Cl)Cl>[NH:8]([C:6]([O:5][C:2]([CH3:1])([CH3:3])[CH3:4])=[O:7])[C@H:9]([C:22]([O:24][CH2:30][CH3:31])=[O:23])[CH2:10][CH2:11][C:12](=[O:13])[OH:14] |f:1.2|. Reported procedure: Boc-Glu (OBzl)-OH, 1.01 g (3.0 mmol), 620 mg (3.1 mmol) of N,N-dicyclohexylcarbodiimide (DCC) and 475 mg (3.1 mmol) of 1-hydroxybenzotriazole monohydrate (HOBt.H2O) were suspended in 12 ml of methylene chloride. The suspension was cooled to 0° C. and 175 μl of ethyl alcohol was added thereto. After reverting to room temperature, stirring was continued overnight. The mixture was extracted with ethyl acetate/water. After the organic layer was washed with aqueous saturated sodium chloride solution ... The reactants are FC1=CC=2C(=NC=3N(C=C(C(C3C2)=O)C(=O)N)C)C=C1N1CCN(CC1)C (7-fluoro-1-methyl-8-(4-methyl-1-piperazinyl)-4-oxo-1,4-dihydrobenzo[b][1,8]naphthyridine-3-carboxamide), O (water). Conditions: temperature 20 celsius. Yields the product FC1=CC=2C(=NC=3N(C=C(C(C3C2)=O)C(=O)O)C)C=C1N1CCN(CC1)C (7-Fluoro-8-(4-methyl-1-piperazinyl)-1-methyl-4-oxo-1,4-dihydrobenzo[b][1,8]naphthyridine-3-carboxylic acid). RXN SMILES: [F:1][C:2]1[C:20]([N:21]2[CH2:26][CH2:25][N:24]([CH3:27])[CH2:23][CH2:22]2)=[CH:19][C:5]2=[N:6][C:7]3[N:8]([CH3:18])[CH:9]=[C:10]([C:15](N)=[O:16])[C:11](=[O:14])[C:12]=3[CH:13]=[C:4]2[CH:3]=1.[OH2:28]>>[F:1][C:2]1[C:20]([N:21]2[CH2:22][CH2:23][N:24]([CH3:27])[CH2:25][CH2:26]2)=[CH:19][C:5]2=[N:6][C:7]3[N:8]([CH3:18])[CH:9]=[C:10]([C:15]([OH:28])=[O:16])[C:11](=[O:14])[C:12]=3[CH:13]=[C:4]2[CH:3]=1. Procedure details: 7-Fluoro-8-(4-methyl-1-piperazinyl)-1-methyl-4-oxo-1,4-dihydrobenzo[b][1,8]naphthyridine-3-carboxylic acid is prepared under the conditions of Application Example 2, but starting with 0.3 g of 7-fluoro-1-methyl-8-(4-methyl-1-piperazinyl)-4-oxo-1,4-dihydrobenzo[b][1,8]naphthyridine-3-carboxamide. After cooling to approximately 20° C., the reaction mixture is treated with 50 cm3 of water; the insoluble matter is drained and washed with twice 10 cm3 of water. Reaction SMILES: [NH:1]1[C:5]2[CH:6]=[CH:7][C:8]([NH2:10])=[CH:9][C:4]=2[N:3]=[CH:2]1.[CH:11]1([N:14]2[CH2:19][CH2:18][N:17]([C:20]3[CH:27]=[CH:26][C:23]([CH:24]=O)=[CH:22][CH:21]=3)[CH2:16][CH2:15]2)[CH2:13][CH2:12]1.[C:28](OC(C)(C)C)(=[O:33])[CH2:29][C:30]([O-])=[O:31].C(=O)(OC)OC(C)(C)C[N+]#[C-].CC(C)([O-])C.[Na+]>>[NH:1]1[C:5]2[CH:6]=[CH:7][C:8]([N:10]3[CH:24]([C:23]4[CH:26]=[CH:27][C:20]([N:17]5[CH2:18][CH2:19][N:14]([CH:11]6[CH2:13][CH2:12]6)[CH2:15][CH2:16]5)=[CH:21][CH:22]=4)[C:30](=[O:31])[CH2:29][C:28]3=[O:33])=[CH:9][C:4]=2[N:3]=[CH:2]1 |f:4.5|. Reaction conditions: time 2 day. Procedure details: The compound was synthesized starting from 1H-benzo[d]imidazol-5-amine (0.86 g, 6.5 mmol), 4-(4-cyclopropylpiperazin-1-yl)benzaldehyde (1.5 g, 6.5 mmol), mono-tert-butyl malonate (1.04 g, 6.5 mmol), 1-isocyano-2-methylpropan-2-yl methyl carbonate (1.02 g, 6.5 mmol) with stirring for 2 days and sodium tert.-butoxide (0.60 g, 5.4 mmol) according to method 5. The product is N1C=NC2=C1C=CC(=C2)N2C(CC(C2C2=CC=C(C=C2)N2CCN(CC2)C2CC2)=O)=O (1-(1H-Benzo[d]imidazol-5-yl)-5-(4-(4-cyclopropylpiperazin-1-yl)phenyl)-pyrrolidine-2,4-dione). The reactants are N1C=NC2=C1C=CC(=C2)N (1H-benzo[d]imidazol-5-amine), C(OC(C[N+]#[C-])(C)C)(OC)=O (1-isocyano-2-methylpropan-2-yl methyl carbonate), CC(C)([O-])C.[Na+] (sodium tert.-butoxide), C1(CC1)N1CCN(CC1)C1=CC=C(C=O)C=C1 (4-(4-cyclopropylpiperazin-1-yl)benzaldehyde), C(CC(=O)[O-])(=O)OC(C)(C)C (mono-tert-butyl malonate).